Dataset: the Open Reaction Database (ORD), a public repository of structured organic reaction records. Task: describe an organic reaction: reactants, conditions, products, and yield The reactants are C(C)(C)(C)OC(=O)N(CC1=CC=C(C=C1)C1=C(C=CC=C1)C(N)=O)C1=C(C(=O)OC)C=CC=C1[N+](=O)[O-] (Methyl 2-[N-tert-butoxycarbonyl-N-(2'-carbamoylbiphenyl-4-yl)methylamino1-3-nitrobenzoate), Cl (HCl). RXN SMILES: C(OC([N:8]([C:25]1[C:34]([N+:35]([O-:37])=[O:36])=[CH:33][CH:32]=[CH:31][C:26]=1[C:27]([O:29][CH3:30])=[O:28])[CH2:9][C:10]1[CH:15]=[CH:14][C:13]([C:16]2[CH:21]=[CH:20][CH:19]=[CH:18][C:17]=2[C:22](=[O:24])[NH2:23])=[CH:12][CH:11]=1)=O)(C)(C)C.Cl>CO>[C:22]([C:17]1[CH:18]=[CH:19][CH:20]=[CH:21][C:16]=1[C:13]1[CH:12]=[CH:11][C:10]([CH2:9][NH:8][C:25]2[C:34]([N+:35]([O-:37])=[O:36])=[CH:33][CH:32]=[CH:31][C:26]=2[C:27]([O:29][CH3:30])=[O:28])=[CH:15][CH:14]=1)(=[O:24])[NH2:23]. Yields the product C(N)(=O)C1=C(C=CC=C1)C1=CC=C(C=C1)CNC1=C(C(=O)OC)C=CC=C1[N+](=O)[O-] (Methyl 2-(2'-carbamoylbiphenyl-4-yl)methylamino-3-nitrobenzoate). Procedure: A mixture of the compound (2.8 g) obtained in Example (54b) in methanol (15 ml) and 1N-HCl (6 ml) was heated for 2 hours under reflux. After removal of the solvent, the residue was made alkaline with an aqueous solution of NaHCO3, and the mixture was extracted with ethyl acetate. The extract was washed with water, dried over MgSO4 and concentrated to dryness. The residue was purified by column chromatography on silica gel, and the product was recrystallized from ethyl acetate - hexane to afford ... Solvent: CO (methanol). The yield is 71.3%. Reactants: Cl.ClCC=1C=C(C=C(C1)CN1N=CN=C1)C(C#N)(C)C (2-[3-chloromethyl-5-(1H-1,2,4-triazol-1-ylmethyl)phenyl]-2-methylpropiononitrile hydrochloride), S(=O)(=O)([O-])[O-].CSC(=[NH2+])N.CSC(=[NH2+])N (S-methylthiouronium sulphate), [OH-].[Na+] (sodium hydroxide), CN(C=O)C (dimethylformamide). Run in O (water). Run at time 18 hour. The product is CC(C#N)(C)C1=CC(=CC(=C1)CN1N=CN=C1)CSC (2-methyl-2-[3-methylthiomethyl-5-(1H-1,2,4-triazol-1-ylmethyl)phenyl]-propiononitrile). RXN SMILES: Cl.Cl[CH2:3][C:4]1[CH:5]=[C:6]([C:16]([CH3:20])([CH3:19])[C:17]#[N:18])[CH:7]=[C:8]([CH2:10][N:11]2[CH:15]=[N:14][CH:13]=[N:12]2)[CH:9]=1.S([O-])([O-])(=O)=O.[CH3:26][S:27]C(N)=[NH2+].CSC(N)=[NH2+].[OH-].[Na+].CN(C)C=O>O>[CH3:19][C:16]([C:6]1[CH:7]=[C:8]([CH2:10][N:11]2[CH:15]=[N:14][CH:13]=[N:12]2)[CH:9]=[C:4]([CH2:3][S:27][CH3:26])[CH:5]=1)([CH3:20])[C:17]#[N:18] |f:0.1,2.3.4,5.6|. Reported procedure: A mixture of the product from Example 28 (0.6 g), S-methylthiouronium sulphate (0.56 g), 10N aqueous sodium hydroxide (1 ml) and dimethylformamide (5 ml) was stirred at room temperature for 18 h, diluted with water (20 ml) and extracted twice with dichloromethane. The extracts were combined, dried and evaporated to dryness under reduced pressure, and the residue was purified by flash column chromatography, eluting with methanol:ethyl acetate (1:49 by volume) to give 2-methyl-2-[3-methylthiomethy... The reactants are C(C)(C)(C)C1=NN(C(=C1)NC(=O)NC1=CC=C(C=C1)OC1=CC=NC=C1)C1=CC=C(C=C1)CC(=O)N1C[C@H](CC1)O (N-[3-tert-butyl-1-(4-{2-[(3S)-3-hydroxypyrrolidin-1-yl]-2-oxoethyl}phenyl)-1H-pyrazol-5-yl]-N′-[4-(pyridin-4-yloxy)phenyl]urea), Cl.COC([C@@H](N)CO)=O (L-serine methyl ester hydrochloride). The product is C(C)(C)(C)C1=NN(C(=C1)NC(=O)NC1=CC=C(C=C1)OC1=CC=NC=C1)C1=CC=C(C=C1)CC(=O)N[C@@H](CO)C(=O)OC (Methyl N-[(4-{3-tert-butyl-5-[({[4-(pyridin-4-yloxy)phenyl]amino}carbonyl)amino]-1H-pyrazol-1-yl}phenyl)acetyl]-L-serinate), solid. Procedure: The title compound was prepared in the same manner as described for N-[3-tert-butyl-1-(4-{2-[(3S)-3-hydroxypyrrolidin-1-yl]-2-oxoethyl}phenyl)-1H-pyrazol-5-yl]-N′-[4-(pyridin-4-yloxy)phenyl]urea, replacing (S)-3-pyrrolidinol with L-serine methyl ester hydrochloride. The desired product was purified by MPLC (EtOAc/hexane/MeOH) and obtained as a solid (150 mg) in 62% yield. A sample of this material was purified further by HPLC and the TFA salt isolated from HPLC was neutralized to provide the tit... Isolated yield 62.0%. Reaction SMILES: [C:1]([C:5]1[CH:9]=[C:8]([NH:10][C:11]([NH:13][C:14]2[CH:19]=[CH:18][C:17]([O:20][C:21]3[CH:26]=[CH:25][N:24]=[CH:23][CH:22]=3)=[CH:16][CH:15]=2)=[O:12])[N:7]([C:27]2[CH:32]=[CH:31][C:30]([CH2:33][C:34](N3CC[C@H](O)C3)=[O:35])=[CH:29][CH:28]=2)[N:6]=1)([CH3:4])([CH3:3])[CH3:2].Cl.[CH3:43][O:44][C:45](=[O:50])[C@H:46]([CH2:48][OH:49])[NH2:47]>>[C:1]([C:5]1[CH:9]=[C:8]([NH:10][C:11]([NH:13][C:14]2[CH:15]=[CH:16][C:17]([O:20][C:21]3[CH:26]=[CH:25][N:24]=[CH:23][CH:22]=3)=[CH:18][CH:19]=2)=[O:12])[N:7]([C:27]2[CH:28]=[CH:29][C:30]([CH2:33][C:34]([NH:47][C@H:46]([C:45]([O:44][CH3:43])=[O:50])[CH2:48][OH:49])=[O:35])=[CH:31][CH:32]=2)[N:6]=1)([CH3:4])([CH3:2])[CH3:3] |f:1.2|. The reactants are CNC(C)C, CS(=O)(=O)c1nccc(Oc2ccc(NC(=O)c3cc(F)cc(N4CCOCC4)c3)c3ccccc23)n1. Yields the product CC(C)N(C)c1nccc(Oc2ccc(NC(=O)c3cc(F)cc(N4CCOCC4)c3)c3ccccc23)n1. As a reaction SMILES: [CH:38]([CH3:39])([CH3:40])[NH:41][CH3:42].[F:1][c:2]1[cH:3][c:4]([C:5](=[O:6])[NH:7][c:8]2[cH:9][cH:10][c:11]([O:18][c:19]3[n:20][c:21]([S:25]([CH3:26])(=[O:27])=[O:28])[n:22][cH:23][cH:24]3)[c:12]3[cH:13][cH:14][cH:15][cH:16][c:17]23)[cH:29][c:30]([N:32]2[CH2:33][CH2:34][O:35][CH2:36][CH2:37]2)[cH:31]1>>[F:1][c:2]1[cH:3][c:4]([C:5](=[O:6])[NH:7][c:8]2[cH:9][cH:10][c:11]([O:18][c:19]3[n:20][c:21]([N:41]([CH:38]([CH3:39])[CH3:40])[CH3:42])[n:22][cH:23][cH:24]3)[c:12]3[cH:13][cH:14][cH:15][cH:16][c:17]23)[cH:29][c:30]([N:32]2[CH2:33][CH2:34][O:35][CH2:36][CH2:37]2)[cH:31]1. The reactants are COc1cc(C(=O)O)cc(OC)c1OC, Cc1ccc(CN)cc1. The reagents and catalysts are C1CCC(CC1)N=C=NC2CCCCC2 (DCC), CN1CCOCC1 (NMM), Oc1cc(Cl)c(Cl)cc1Cl (2,4,5-Trichlorophenol). Run in CN(C)C=O (DMF), CN(C)C=O (DMF), CN(C)C=O (DMF), CN(C)C=O (DMF), CN(C)C=O (DMF), CN(C)C=O (DMF). Conditions: temperature 25 celsius, time 2 hour. Product: COc1cc(C(=O)NCc2ccc(C)cc2)cc(OC)c1OC. The yield is 6.9%. As a reaction SMILES: Cc1ccc(CN)cc1.COc1cc(C(=O)O)cc(OC)c1OC.C1CCC(CC1)N=C=NC2CCCCC2.C1=C(C(=CC(=C1Cl)Cl)Cl)[O-].[Na+].CN1CCOCC1.CN(C)C=O>>COc1cc(C(=O)NCc2ccc(C)cc2)cc(OC)c1OC.